This data is from the Open Reaction Database (ORD), a public repository of structured organic reaction records. The task is: describe an organic reaction: reactants, conditions, products, and yield The reactants are Cl (HCl), [OH-].[Na+] (NaOH), NC1=NC=NS1 (5-amino-1,2,4-thiadiazole), COC1=C(C=O)C=CC(=C1)OC (2,4-dimethoxybenzaldehyde), [BH4-].[Na+] (NaBH4). Run in C1(=CC=CC=C1)C (toluene). Conditions: time 8 hour. Yields the product COC1=C(CNC2=NC=NS2)C=CC(=C1)OC.COC1=C(CNC2=NC=NS2)C=CC(=C1)OC ((2,4-dimethoxy-benzyl)-[1,2,4]thiadiazol-5-yl-amine N-(2,4-dimethoxybenzyl)-1,2,4-thiadiazol-5-amine). Yield: 49.1%. As a reaction SMILES: [NH2:1][C:2]1[S:6][N:5]=[CH:4][N:3]=1.[CH3:7][O:8][C:9]1[CH:16]=[C:15]([O:17][CH3:18])[CH:14]=[CH:13][C:10]=1[CH:11]=O.[BH4-].[Na+].Cl.[OH-].[Na+]>C1(C)C=CC=CC=1>[CH3:7][O:8][C:9]1[CH:16]=[C:15]([O:17][CH3:18])[CH:14]=[CH:13][C:10]=1[CH2:11][NH:1][C:2]1[S:6][N:5]=[CH:4][N:3]=1.[CH3:7][O:8][C:9]1[CH:16]=[C:15]([O:17][CH3:18])[CH:14]=[CH:13][C:10]=1[CH2:11][NH:1][C:2]1[S:6][N:5]=[CH:4][N:3]=1 |f:2.3,5.6,8.9|. Procedure details: A mixture of 5-amino-1,2,4-thiadiazole (1 g; 9.89 mmol) and 2,4-dimethoxybenzaldehyde (1.81 g; 10.9 mmol) in toluene (30 ml) was refluxed under Dean and Stark conditions for 2 hours. The reaction mixture was evaporated, the residue taken up in methanol (25 ml), NaBH4 (600 mg; 15.9 mmol) added carefully in small portions (vigorous effervescence after each addition), and the reaction was left stirring overnight at ambient temperature. Aqueous HCl (2M, 1 ml) was added followed by aqueous NaOH (2M, ...